From a dataset of the Open Reaction Database (ORD), a public repository of structured organic reaction records. describe an organic reaction: reactants, conditions, products, and yield The reactants are BrC1=CC=C(C=C1)N1C(=NC(=C1)C(=O)OCC)C1=C(C=C(C=C1)Cl)Cl (ethyl 1-(4-bromophenyl)-2-(2,4-dichlorophenyl)-1H-imidazole-4-carboxylate), [Li+].[OH-] (LiOH), O (water), Cl (HCl), O (water). The solvent is C1CCOC1 (THF). Run at temperature 50 celsius, time 16 hour. Product: BrC1=CC=C(C=C1)N1C(=NC(=C1)C(=O)O)C1=C(C=C(C=C1)Cl)Cl (1-(4-bromophenyl)-2-(2,4-dichlorophenyl)-1H-imidazole-4-carboxylic acid). The yield is 85.9%. Reaction SMILES: [Br:1][C:2]1[CH:7]=[CH:6][C:5]([N:8]2[CH:12]=[C:11]([C:13]([O:15]CC)=[O:14])[N:10]=[C:9]2[C:18]2[CH:23]=[CH:22][C:21]([Cl:24])=[CH:20][C:19]=2[Cl:25])=[CH:4][CH:3]=1.[Li+].[OH-].O.Cl>C1COCC1>[Br:1][C:2]1[CH:3]=[CH:4][C:5]([N:8]2[CH:12]=[C:11]([C:13]([OH:15])=[O:14])[N:10]=[C:9]2[C:18]2[CH:23]=[CH:22][C:21]([Cl:24])=[CH:20][C:19]=2[Cl:25])=[CH:6][CH:7]=1 |f:1.2|. Reported procedure: Part A: To a stirred solution of ethyl 1-(4-bromophenyl)-2-(2,4-dichlorophenyl)-1H-imidazole-4-carboxylate (6.10 gram, 0.0139 mol) in THF (70 mL) is added LiOH (0.67 gram, 0.0278 mol) and water (70 mL). The resulting mixture is stirred for 16 hours at 50° C. to give a clear solution. After cooling to room temperature, HCl (1N solution, 28 mL) is added to give an oily precipitate which completely solidifies on continued stirring and addition of water (70 mL). The precipitate is collected by filtr...